This data is from the Open Reaction Database (ORD), a public repository of structured organic reaction records. The task is: describe an organic reaction: reactants, conditions, products, and yield Reactants: N(=O)OC(C)(C)C (Tertiary butyl nitrite), NC1=C(C(=NN1C1=C(C=C(C=C1Cl)C(F)(F)F)Cl)C#N)[N+](=O)[O-] (5-amino-3-cyano-1-(2,6-dichloro-4-trifluoromethylphenyl)-4-nitropyrazole), C(Br)(Br)Br (bromoform). Run in C(C)#N (acetonitrile). Product: BrC1=C(C(=NN1C1=C(C=C(C=C1Cl)C(F)(F)F)Cl)C#N)[N+](=O)[O-] (5-bromo-3-cyano-1-(2,6-dichloro-4-trifluoromethylphenyl)-4-nitropyrazole). Reaction SMILES: N(OC(C)(C)C)=O.N[C:9]1[N:13]([C:14]2[C:19]([Cl:20])=[CH:18][C:17]([C:21]([F:24])([F:23])[F:22])=[CH:16][C:15]=2[Cl:25])[N:12]=[C:11]([C:26]#[N:27])[C:10]=1[N+:28]([O-:30])=[O:29].C(Br)(Br)[Br:32]>C(#N)C>[Br:32][C:9]1[N:13]([C:14]2[C:19]([Cl:20])=[CH:18][C:17]([C:21]([F:24])([F:23])[F:22])=[CH:16][C:15]=2[Cl:25])[N:12]=[C:11]([C:26]#[N:27])[C:10]=1[N+:28]([O-:30])=[O:29]. Procedure details: Tertiary butyl nitrite (6.6 ml) was added at room temperature to a solution of 5-amino-3-cyano-1-(2,6-dichloro-4-trifluoromethylphenyl)-4-nitropyrazole (3.7 g), bromoform (13.3 ml) and acetonitrile (10 ml). The mixture was heated at 50°-60° C. for 4.5 hours and the solvents were evaporated to give an orange oil. This was purified by medium pressure liquid chromatography (eluant hexane/ether 2:1) to give 5-bromo-3-cyano-1-(2,6-dichloro-4-trifluoromethylphenyl)-4-nitropyrazole (3.4 g) as a solid, ... Starting materials: O=C(O)c1ccc(OCC(F)(F)C(F)F)cn1, CC1(C)OC(N)=NC(C)(c2cc(N)ccc2F)C1(F)F. Product: CC1(C)OC(N)=NC(C)(c2cc(NC(=O)c3ccc(OCC(F)(F)C(F)F)cn3)ccc2F)C1(F)F. As a reaction SMILES: [F:21][C:22]([CH2:23][O:24][c:25]1[cH:26][cH:27][c:28]([C:31](=[O:32])[OH:33])[n:29][cH:30]1)([CH:34]([F:35])[F:36])[F:37].[NH2:1][c:2]1[cH:3][cH:4][c:5]([F:20])[c:6]([C:8]2([CH3:19])[N:9]=[C:10]([NH2:18])[O:11][C:12]([CH3:16])([CH3:17])[C:13]2([F:14])[F:15])[cH:7]1>>[NH:1]([c:2]1[cH:3][cH:4][c:5]([F:20])[c:6]([C:8]2([CH3:19])[N:9]=[C:10]([NH2:18])[O:11][C:12]([CH3:16])([CH3:17])[C:13]2([F:14])[F:15])[cH:7]1)[C:31]([c:28]1[cH:27][cH:26][c:25]([O:24][CH2:23][C:22]([F:21])([CH:34]([F:35])[F:36])[F:37])[cH:30][n:29]1)=[O:32]. The reactants are CC(=O)N1CCC(CCC(=O)O)CC1, Cl. The product is O=C(O)CCC1CCNCC1. As a reaction SMILES: [C:1](=[O:2])([CH3:3])[N:4]1[CH2:5][CH2:6][CH:7]([CH2:10][CH2:11][C:12](=[O:13])[OH:14])[CH2:8][CH2:9]1.[ClH:15]>>[NH:4]1[CH2:5][CH2:6][CH:7]([CH2:10][CH2:11][C:12](=[O:13])[OH:14])[CH2:8][CH2:9]1. Reactants: C1(CC1)N1C=C(C(C2=CC(=C(C=C12)F)F)=O)C(=O)O (1-cyclopropyl-6,7-difluoro-1,4-dihydro-4-oxoquinoline-3-carboxylic acid), Br.C(C)(=O)NCC=1C=C2CNCC2=CC1 (5-acetamidomethylisoindoline hydrobromide), C1CCC2=NCCCN2CC1 (DBU). The solvent is CN(C)C=O (DMF). Yields the product C(C)(=O)NCC=1C=C2CN(CC2=CC1)C1=C(C=C2C(C(=CN(C2=C1)C1CC1)C(=O)O)=O)F (7-(5-acetamidomethyl-2-isoindolinyl)-1-cyclopropyl-6-fluoro-1,4-dihydro-4-oxoquinoline-3-carboxylic acid). Isolated yield 74.2%. Reaction SMILES: [CH:1]1([N:4]2[C:13]3[C:8](=[CH:9][C:10]([F:15])=[C:11](F)[CH:12]=3)[C:7](=[O:16])[C:6]([C:17]([OH:19])=[O:18])=[CH:5]2)[CH2:3][CH2:2]1.Br.[C:21]([NH:24][CH2:25][C:26]1[CH:27]=[C:28]2[C:32](=[CH:33][CH:34]=1)[CH2:31][NH:30][CH2:29]2)(=[O:23])[CH3:22].C1CCN2C(=NCCC2)CC1>CN(C=O)C>[C:21]([NH:24][CH2:25][C:26]1[CH:27]=[C:28]2[C:32](=[CH:33][CH:34]=1)[CH2:31][N:30]([C:11]1[CH:12]=[C:13]3[C:8]([C:7](=[O:16])[C:6]([C:17]([OH:19])=[O:18])=[CH:5][N:4]3[CH:1]3[CH2:3][CH2:2]3)=[CH:9][C:10]=1[F:15])[CH2:29]2)(=[O:23])[CH3:22] |f:1.2|. Procedure details: 398 mg of 1-cyclopropyl-6,7-difluoro-1,4-dihydro-4-oxoquinoline-3-carboxylic acid, 490 mg of 5-acetamidomethylisoindoline hydrobromide, 795 mg of DBU, and 3 ml of anhydrous DMF were processed in the same manner as in Example 20 to produce 485 mg of 7-(5-acetamidomethyl-2-isoindolinyl)-1-cyclopropyl-6-fluoro-1,4-dihydro-4-oxoquinoline-3-carboxylic acid.